This data is from the Open Reaction Database (ORD), a public repository of structured organic reaction records. The task is: describe an organic reaction: reactants, conditions, products, and yield The reactants are CC(=O)O, Cl, O=N[O-], CC(C)SC(F)(F)c1nnc(N)s1, [Na+], O. The product is CC(C)SC(F)(F)c1nnc(Cl)s1. Reaction SMILES: [CH3:19][C:20](=[O:21])[OH:22].[ClH:18].[N:14]([O-:15])=[O:16].[NH2:1][c:2]1[s:3][c:4]([C:7]([S:8][CH:9]([CH3:10])[CH3:11])([F:12])[F:13])[n:5][n:6]1.[Na+:17].[OH2:23]>>[c:2]1([Cl:18])[s:3][c:4]([C:7]([S:8][CH:9]([CH3:10])[CH3:11])([F:12])[F:13])[n:5][n:6]1.